Dataset: the Open Reaction Database (ORD), a public repository of structured organic reaction records. Task: describe an organic reaction: reactants, conditions, products, and yield The reactants are O=C([O-])[O-], COS(=O)(=O)OC, CN(C)C=O, [K+], [K+], N#CC(=NO)c1ccccc1Oc1ccc(Cl)cc1. Product: CON=C(C#N)c1ccccc1Oc1ccc(Cl)cc1. Reaction SMILES: [C:20](=[O:21])([O-:22])[O-:23].[CH3:26][O:27][S:28]([O:29][CH3:30])(=[O:31])=[O:32].[CH3:33][N:34]([CH3:35])[CH:36]=[O:37].[K+:24].[K+:25].[OH:1][N:2]=[C:3]([C:4]#[N:5])[c:6]1[c:7]([O:12][c:13]2[cH:14][cH:15][c:16]([Cl:19])[cH:17][cH:18]2)[cH:8][cH:9][cH:10][cH:11]1>>[O:1]([N:2]=[C:3]([C:4]#[N:5])[c:6]1[c:7]([O:12][c:13]2[cH:14][cH:15][c:16]([Cl:19])[cH:17][cH:18]2)[cH:8][cH:9][cH:10][cH:11]1)[CH3:20]. The reactants are CSc1nc2ccccc2c(=O)[nH]1, CC1CC(=O)NN=C1c1ccc(N)cc1, c1ccncc1. Yields the product CC1CC(=O)NN=C1c1ccc(Nc2nc(=O)c3ccccc3[nH]2)cc1. Reaction SMILES: [CH3:16][S:17][c:18]1[n:19][c:20]2[cH:21][cH:22][cH:23][cH:24][c:25]2[c:26](=[O:28])[nH:27]1.[NH2:1][c:2]1[cH:3][cH:4][c:5]([C:8]2=[N:13][NH:12][C:11](=[O:14])[CH2:10][CH:9]2[CH3:15])[cH:6][cH:7]1.[cH:29]1[cH:30][cH:31][n:32][cH:33][cH:34]1>>[NH:1]([c:2]1[cH:3][cH:4][c:5]([C:8]2=[N:13][NH:12][C:11](=[O:14])[CH2:10][CH:9]2[CH3:15])[cH:6][cH:7]1)[c:18]1[nH:19][c:20]2[cH:21][cH:22][cH:23][cH:24][c:25]2[c:26](=[O:28])[n:27]1. Starting materials: CCCc1cc(CCC=O)n(C(C)(C)C)n1, COc1ccc(N2CCNCC2)cc1, CCN(C(C)C)C(C)C. Yields the product CCCc1cc(CCCN2CCN(c3ccc(OC)cc3)CC2)n(C(C)(C)C)n1. RXN SMILES: [C:1]([CH3:2])([CH3:3])([CH3:4])[n:5]1[n:6][c:7]([CH2:14][CH2:15][CH3:16])[cH:8][c:9]1[CH2:10][CH2:11][CH:12]=[O:13].[CH3:17][O:18][c:19]1[cH:20][cH:21][c:22]([N:25]2[CH2:26][CH2:27][NH:28][CH2:29][CH2:30]2)[cH:23][cH:24]1.[CH:31]([N:32]([CH2:33][CH3:34])[CH:35]([CH3:36])[CH3:37])([CH3:38])[CH3:39]>>[C:1]([CH3:2])([CH3:3])([CH3:4])[n:5]1[n:6][c:7]([CH2:14][CH2:15][CH3:16])[cH:8][c:9]1[CH2:10][CH2:11][CH2:12][N:28]1[CH2:27][CH2:26][N:25]([c:22]2[cH:21][cH:20][c:19]([O:18][CH3:17])[cH:24][cH:23]2)[CH2:30][CH2:29]1. The reactants are Brc1ccncc1, C=C1CCN(C(=O)OC(C)(C)C)CC1, CN(C)C=O, B1C2CCCC1CCC2, ClCCl, [K+], [K+], [Na+], O=C([O-])[O-], C1CCOC1, [OH-], O. Yields the product CC(C)(C)OC(=O)N1CCC(Cc2ccncc2)CC1. As a reaction SMILES: [Br:24][c:25]1[cH:26][cH:27][n:28][cH:29][cH:30]1.[C:10]([CH3:11])([CH3:12])([CH3:13])[O:14][C:15](=[O:16])[N:17]1[CH2:18][CH2:19][C:20](=[CH2:23])[CH2:21][CH2:22]1.[CH3:48][N:49]([CH3:50])[CH:51]=[O:52].[CH:1]12[CH2:2][CH2:3][CH2:4][CH:5]([BH:6]1)[CH2:7][CH2:8][CH2:9]2.[Cl:45][CH2:46][Cl:47].[K+:31].[K+:32].[Na+:38].[O-:33][C:34]([O-:35])=[O:36].[O:39]1[CH2:40][CH2:41][CH2:42][CH2:43]1.[OH-:37].[OH2:44]>>[C:10]([CH3:11])([CH3:12])([CH3:13])[O:14][C:15](=[O:16])[N:17]1[CH2:18][CH2:19][CH:20]([CH2:23][c:25]2[cH:26][cH:27][n:28][cH:29][cH:30]2)[CH2:21][CH2:22]1. Reactants: C(CCC)[Li] (butyl lithium), [Cl-].[NH4+] (ammonium chloride), C(#N)C(CCCO[Si](C)(C)C(C)(C)C)(C(C)C)C1=CC=C(S1)Br ([4-cyano-5-methyl-4-(2-bromo-5-thienyl)hexyloxy]-t-butyldimethyl silane), CN(C=O)C (N,N-dimethylformamide). Solvent: CCCCCC (hexane), [Cl-].[Na+].O (brine), O1CCCC1 (tetrahydrofuran). Run at time 10 minute. Yields the product C(#N)C(CCCO[Si](C)(C)C(C)(C)C)(C(C)C)C1=CC=C(S1)C=O ([4-Cyano-5-methyl-4-(2-formyl-5-thienyl)hexyloxy]-t-butyldimethyl Silane). Reaction SMILES: [C:1]([C:3]([C:18]1[S:22][C:21](Br)=[CH:20][CH:19]=1)([CH:15]([CH3:17])[CH3:16])[CH2:4][CH2:5][CH2:6][O:7][Si:8]([C:11]([CH3:14])([CH3:13])[CH3:12])([CH3:10])[CH3:9])#[N:2].C([Li])CCC.CN(C)[CH:31]=[O:32].[Cl-].[NH4+]>O1CCCC1.CCCCCC.[Cl-].[Na+].O>[C:1]([C:3]([C:18]1[S:22][C:21]([CH:31]=[O:32])=[CH:20][CH:19]=1)([CH:15]([CH3:17])[CH3:16])[CH2:4][CH2:5][CH2:6][O:7][Si:8]([C:11]([CH3:14])([CH3:13])[CH3:12])([CH3:10])[CH3:9])#[N:2] |f:3.4,7.8.9|. Procedure: A solution of [4-cyano-5-methyl-4-(2-bromo-5-thienyl)hexyloxy]-t-butyldimethyl silane, 1.42 g 3.41 mmol, in tetrahydrofuran 20 ml was cooled to −70° C. A solution of 1.53 M butyl lithium in hexane 1.52 ml was added dropwise thereto and stirred for 10 minutes. N,N-dimethylformamide 1.52 ml was added thereto, and the temperature was raised to room temperature. Aqueous saturated ammonium chloride and brine were added to the reaction mixture which was then extracted with ether. The organic layer was... The reactants are C(O)([O-])=O.[K+] (potassium hydrogen carbonate), Cl.C(=O)(OC)C1=CC=C(C=C1)CC(C)N (2-(4-carbomethoxyphenyl)-1-methylethylamine-hydrochloride), CN(C)C=1SC=C(N1)C(CBr)=O (2-(N,N-dimethylamino)-4-bromoacetyl-thiazole). Run in CC(=O)C (acetone). Run at time 24 hour. Product: C(=O)(OC)C1=CC=C(C=C1)CC(=C)NCC(C=1N=C(SC1)N(C)C)O (N-[2-(4-Carbomethoxyphenyl)-1-methyylethyl]-2-hydroxy-2-(2-dimethylamino-thiazol-4-yl)ethanamine). As a reaction SMILES: [CH3:1][N:2]([C:4]1[S:5][CH:6]=[C:7]([C:9](=[O:12])[CH2:10]Br)[N:8]=1)[CH3:3].C(=O)([O-])O.[K+].Cl.[C:19]([C:23]1[CH:28]=[CH:27][C:26]([CH2:29][CH:30]([NH2:32])[CH3:31])=[CH:25][CH:24]=1)([O:21][CH3:22])=[O:20]>CC(C)=O>[C:19]([C:23]1[CH:28]=[CH:27][C:26]([CH2:29][C:30]([NH:32][CH2:10][CH:9]([OH:12])[C:7]2[N:8]=[C:4]([N:2]([CH3:3])[CH3:1])[S:5][CH:6]=2)=[CH2:31])=[CH:25][CH:24]=1)([O:21][CH3:22])=[O:20] |f:1.2,3.4|. Reported procedure: 5 g of 2-(N,N-dimethylamino)-4-bromoacetyl-thiazole in 250 ml of acetone are heated to reflux with 10 g of potassium hydrogen carbonate and 9.5 g of 2-(4-carbomethoxyphenyl)-1-methylethylamine-hydrochloride for 3 hours. After the reaction mixture has been cooled the inorganic products are removed by filtration, and the filtrate is concentrated in a rotary evaporator. The resulting oil residue is taken up in 150 ml of absolute methanol and, at 0°-5° C., 1.75 g of sodium borohydride are added in s... Starting materials: C(C)OC(=O)C=1N=C2N(C(=CC=C2)C)C1Br (3-Bromo-5-methyl-imidazo[1,2-a]pyridine-2-carboxylic acid ethyl ester), C([O-])([O-])=O.[K+].[K+] (potassium carbonate), C1(=CC=CC=C1)P(C1=CC=CC=C1)C1=CC=CC=C1 (triphenylphosphine), FC(C=1C=C(C=CC1)B(O)O)(F)F (3-(trifluoromethyl)phenylboronic acid). The reagents and catalysts are CC(=O)[O-].CC(=O)[O-].C1=CC=C(C=C1)P(C2=CC=CC=C2)C3=CC=CC=C3.C1=CC=C(C=C1)P(C2=CC=CC=C2)C3=CC=CC=C3.[Pd+2] (bis(acetato) bis(triphenylphosphine)palladium (II)). Reaction conditions: temperature 120 celsius. The product is C(C)OC(=O)C=1N=C2N(C(=CC=C2)C)C1C1=CC(=CC=C1)C(F)(F)F (5-methyl-3-(3-trifluoromethyl-phenyl)-imidazo[1,2-a]pyridine-2-carboxylic acid ethyl ester). The yield is 50.2%. Reaction SMILES: [CH2:1]([O:3][C:4]([C:6]1[N:7]=[C:8]2[CH:13]=[CH:12][CH:11]=[C:10]([CH3:14])[N:9]2[C:15]=1Br)=[O:5])[CH3:2].C(=O)([O-])[O-].[K+].[K+].C1(P(C2C=CC=CC=2)C2C=CC=CC=2)C=CC=CC=1.[F:42][C:43]([F:54])([F:53])[C:44]1[CH:45]=[C:46](B(O)O)[CH:47]=[CH:48][CH:49]=1>CC([O-])=O.CC([O-])=O.C1C=CC(P(C2C=CC=CC=2)C2C=CC=CC=2)=CC=1.C1C=CC(P(C2C=CC=CC=2)C2C=CC=CC=2)=CC=1.[Pd+2]>[CH2:1]([O:3][C:4]([C:6]1[N:7]=[C:8]2[CH:13]=[CH:12][CH:11]=[C:10]([CH3:14])[N:9]2[C:15]=1[C:48]1[CH:47]=[CH:46][CH:45]=[C:44]([C:43]([F:54])([F:53])[F:42])[CH:49]=1)=[O:5])[CH3:2] |f:1.2.3,6.7.8.9.10|. Procedure: 3-Bromo-5-methyl-imidazo[1,2-a]pyridine-2-carboxylic acid ethyl ester (compound o, 0.6 g, 0.002 mol), potassium carbonate (0.6 g, 0.004 mol), triphenylphosphine (0.06 g, 0.0002 mol), 3-(trifluoromethyl)phenylboronic acid (0.4 g, 0.002 mol) and bis(acetato) bis(triphenylphosphine)palladium (II) (0.08 g, 0.0001 mol) were mixed in a microwave vial. The mixture was purged with argon. Isopropyl alcohol (20 mL) and water (3 mL) was added. The mixture was heated (120° C.) by microwaved for 25 minutes. ... Starting materials: ClC1=C(C=CC(=C1)Cl)S(=O)(=O)Cl (2,4-Dichlorobenzenesulphonyl chloride), COCCN (2-methoxyethylamine). The solvent is C(CCC)O (n-butanol). The product is ClC1=C(C=CC(=C1)Cl)S(NCCOC)(=O)=O (2,4-Dichloro-1-(2-methoxyethylsulphamoyl)benzene). As a reaction SMILES: [Cl:1][C:2]1[CH:7]=[C:6]([Cl:8])[CH:5]=[CH:4][C:3]=1[S:9](Cl)(=[O:11])=[O:10].[CH3:13][O:14][CH2:15][CH2:16][NH2:17]>C(O)CCC>[Cl:1][C:2]1[CH:7]=[C:6]([Cl:8])[CH:5]=[CH:4][C:3]=1[S:9](=[O:11])(=[O:10])[NH:17][CH2:16][CH2:15][O:14][CH3:13]. Procedure: 2,4-Dichlorobenzenesulphonyl chloride (500 mg 2.1 mmol) and 2-methoxyethylamine (230 mg, 3.1 mmol) in n-butanol (10 ml) was heated at reflux for one hour. The volatiles were removed by evaporation and residue purified by chromatography eluting with hexane/ethyl acetate (50:50) to give the title compound. NMR: 3.04 (q, 21), 3.08 (s, 3H), 3.22 (t, 2H), 7.60 (dd, 31), 7.82 (d, 1H), 7.92 (d, 1H), 8.0 (s, 2H); m/z: 282 [M−H]−. The reactants are C(CC=CCCCN)N (3-heptene-1,7-diamine), COC1=CC=C(C(=O)Cl)C=C1 (4-methoxybenzoyl chloride), C(CCl)Cl (ethylene dichloride), C([O-])([O-])=O.[K+].[K+] (potassium carbonate). Solvent: O (water). The product is C(CC=CCCCNC(C1=CC=C(C=C1)OC)=O)NC(C1=CC=C(C=C1)OC)=O (N,N'-(3-Heptene-1,7-diyl)bis(4-methoxybenzamide)). As a reaction SMILES: [CH2:1]([NH2:9])[CH2:2][CH:3]=[CH:4][CH2:5][CH2:6][CH2:7][NH2:8].[CH2:10](Cl)[CH2:11]Cl.[C:14](=[O:17])([O-])[O-].[K+].[K+].[CH3:20][O:21][C:22]1[CH:30]=[CH:29][C:25]([C:26](Cl)=[O:27])=[CH:24][CH:23]=1>O>[CH2:1]([NH:9][C:14](=[O:17])[C:11]1[CH:10]=[CH:30][C:22]([O:21][CH3:20])=[CH:23][CH:24]=1)[CH2:2][CH:3]=[CH:4][CH2:5][CH2:6][CH2:7][NH:8][C:26](=[O:27])[C:25]1[CH:29]=[CH:30][C:22]([O:21][CH3:20])=[CH:23][CH:24]=1 |f:2.3.4|. Reported procedure: m.p. 141°-143° C., 10.2 g., was prepared as in Example 21 using 8.37 g. of 3-heptene-1,7-diamine, 50 ml. of ethylene dichloride, 18.0 g. of potassium carbonate, 100 ml. of water, 22.4 g. of 4-methoxybenzoyl chloride in 50 ml. ethylene dichloride and recrystallization from methanol. Isolated yield 23.2%. Reactants: OC=1C(=C(C=CC1OC)C=1C=C2COC(C2=CC1)=O)OC (5-(3-Hydroxy-2,4-dimethoxy-phenyl)-3H-isobenzofuran-1-one), C([O-])([O-])=O.[K+].[K+] (potassium carbonate), BrCC1(COC1)CO ((3-(bromomethyl)oxetan-3-yl)methanol). Conditions: temperature 80 celsius. Reported procedure: To a stirring solution of 5-(3-Hydroxy-2,4-dimethoxy-phenyl)-3H-isobenzofuran-1-one (80 mg, 0.279 mmol) in acetonitrile (10 mL) was added potassium carbonate (115 mg, 0.837 mmol) and (3-(bromomethyl)oxetan-3-yl)methanol (151 mg, 0.837 mmol) and the resultant reaction mixture was heated to 80° C. for 4 h. The reaction mixture was filtered through celite and the filtrate was concentrated under reduced pressure. The obtained residue was purified by column chromatography (silica gel, 0-50% ethyl ace... As a reaction SMILES: [OH:1][C:2]1[C:3]([O:20][CH3:21])=[C:4]([C:10]2[CH:11]=[C:12]3[C:16](=[CH:17][CH:18]=2)[C:15](=[O:19])[O:14][CH2:13]3)[CH:5]=[CH:6][C:7]=1[O:8][CH3:9].C(=O)([O-])[O-].[K+].[K+].Br[CH2:29][C:30]1([CH2:34][OH:35])[CH2:33][O:32][CH2:31]1>C(#N)C>[OH:35][CH2:34][C:30]1([CH2:29][O:1][C:2]2[C:3]([O:20][CH3:21])=[C:4]([C:10]3[CH:11]=[C:12]4[C:16](=[CH:17][CH:18]=3)[C:15](=[O:19])[O:14][CH2:13]4)[CH:5]=[CH:6][C:7]=2[O:8][CH3:9])[CH2:33][O:32][CH2:31]1 |f:1.2.3|. Product: OCC1(COC1)COC=1C(=C(C=CC1OC)C=1C=C2COC(C2=CC1)=O)OC (5-(3-((3-(hydroxymethyl)oxetan-3-yl)methoxy)-2,4-dimethoxyphenyl)isobenzofuran-1(3H)-one). Run in C(C)#N (acetonitrile).